Dataset: the Open Reaction Database (ORD), a public repository of structured organic reaction records. Task: describe an organic reaction: reactants, conditions, products, and yield The reactants are C(C1=CC=CC=C1)[C@H]1CN(CCN1)CC1=CC=C(C=C1)Br (3-(S)-benzyl-1-(4-bromo-benzyl)-piperazine), C1(=CC=CC=C1)C (toluene), CC1=C(C=C(C=C1)C)B(O)O (2,5-dimethylphenyl boronic acid), C([O-])([O-])=O.[Na+].[Na+] (sodium carbonate). The reagents and catalysts are C=1C=CC(=CC1)[P](C=2C=CC=CC2)(C=3C=CC=CC3)[Pd]([P](C=4C=CC=CC4)(C=5C=CC=CC5)C=6C=CC=CC6)([P](C=7C=CC=CC7)(C=8C=CC=CC8)C=9C=CC=CC9)[P](C=1C=CC=CC1)(C=1C=CC=CC1)C=1C=CC=CC1 (tetrakis(triphenylphosphine)palladium(0)). Solvent: C(C)O (ethanol). Conditions: temperature 85 celsius. Yields the product C(C1=CC=CC=C1)[C@H]1CN(CCN1)CC1=CC=C(C=C1)C1=C(C=CC(=C1)C)C ((S)-3-Benzyl-1-(2′,5′-dimethyl-biphenyl-4-ylmethyl)-piperazine). Yield: 37.0%. RXN SMILES: [CH2:1]([C@@H:8]1[NH:13][CH2:12][CH2:11][N:10]([CH2:14][C:15]2[CH:20]=[CH:19][C:18](Br)=[CH:17][CH:16]=2)[CH2:9]1)[C:2]1[CH:7]=[CH:6][CH:5]=[CH:4][CH:3]=1.[CH3:22][C:23]1[CH:28]=[CH:27][C:26]([CH3:29])=[CH:25][C:24]=1B(O)O.C(=O)([O-])[O-].[Na+].[Na+].C1(C)C=CC=CC=1>C1C=CC([P]([Pd]([P](C2C=CC=CC=2)(C2C=CC=CC=2)C2C=CC=CC=2)([P](C2C=CC=CC=2)(C2C=CC=CC=2)C2C=CC=CC=2)[P](C2C=CC=CC=2)(C2C=CC=CC=2)C2C=CC=CC=2)(C2C=CC=CC=2)C2C=CC=CC=2)=CC=1.C(O)C>[CH2:1]([C@@H:8]1[NH:13][CH2:12][CH2:11][N:10]([CH2:14][C:15]2[CH:20]=[CH:19][C:18]([C:24]3[CH:25]=[C:26]([CH3:29])[CH:27]=[CH:28][C:23]=3[CH3:22])=[CH:17][CH:16]=2)[CH2:9]1)[C:2]1[CH:7]=[CH:6][CH:5]=[CH:4][CH:3]=1 |f:2.3.4,^1:49,51,70,89|. Procedure: 0.1 g of 3-(S)-benzyl-1-(4-bromo-benzyl)-piperazine were combined with 1.5 equiv. of 2,5-dimethylphenyl boronic acid, 0.05 equiv. of tetrakis(triphenylphosphine)palladium(0), 6 equiv. of 2M aqueous sodium carbonate solution, toluene and ethanol. The reaction mixture was heated at 85° C. under nitrogen overnight. The reaction mixture was concentrated in vacuo. The residue was diluted with water and extracted with ethyl acetate. The combined organic phases were washed with brine, dried over sodium... Reactants: CCOC(C)=O, Clc1ccc2nc(Cl)sc2c1, Cl, Nc1ccc(I)cc1F. Product: Fc1cc(I)ccc1Nc1nc2ccc(Cl)cc2s1. Reaction SMILES: [CH3:22][CH2:23][O:24][C:25]([CH3:26])=[O:27].[Cl:1][c:2]1[s:3][c:4]2[c:5]([n:6]1)[cH:7][cH:8][c:9]([Cl:11])[cH:10]2.[ClH:21].[F:12][c:13]1[c:14]([NH2:15])[cH:16][cH:17][c:18]([I:20])[cH:19]1>>[c:2]1([NH:15][c:14]2[c:13]([F:12])[cH:19][c:18]([I:20])[cH:17][cH:16]2)[s:3][c:4]2[c:5]([n:6]1)[cH:7][cH:8][c:9]([Cl:11])[cH:10]2.